Task: describe an organic reaction: reactants, conditions, products, and yield. Dataset: the Open Reaction Database (ORD), a public repository of structured organic reaction records Reactants: ice water, C(O)([O-])=O.[Na+] (sodium hydrogen carbonate), ClC=1C=CC=2N(N1)C=NN2 (6-chloro[1,2,4]triazolo[4,3-b]pyridazine), C1(=CC=CC=C1)C(OC1CCN(CC1)CCCN)C1=CC=CC=C1 (4-(diphenylmethoxy)-1-piperidinepropanamine), C(C)N(C(C)C)C(C)C (N-ethyldiisopropylamine). Run in C(CCC)O (1-butanol). Product: C1(=CC=CC=C1)C(OC1CCN(CC1)CCCNC=1C=CC=2N(N1)C=NN2)C2=CC=CC=C2 (6-[3-(4-(Diphenylmethoxy)piperidino]propylamino][1,2,4]triazolo[4,3-b]pyridazine). Yield: 48.8%. RXN SMILES: Cl[C:2]1[CH:3]=[CH:4][C:5]2[N:6]([CH:8]=[N:9][N:10]=2)[N:7]=1.[C:11]1([CH:17]([C:29]2[CH:34]=[CH:33][CH:32]=[CH:31][CH:30]=2)[O:18][CH:19]2[CH2:24][CH2:23][N:22]([CH2:25][CH2:26][CH2:27][NH2:28])[CH2:21][CH2:20]2)[CH:16]=[CH:15][CH:14]=[CH:13][CH:12]=1.C(N(C(C)C)C(C)C)C.C(=O)([O-])O.[Na+]>C(O)CCC>[C:29]1([CH:17]([C:11]2[CH:16]=[CH:15][CH:14]=[CH:13][CH:12]=2)[O:18][CH:19]2[CH2:24][CH2:23][N:22]([CH2:25][CH2:26][CH2:27][NH:28][C:2]3[CH:3]=[CH:4][C:5]4[N:6]([CH:8]=[N:9][N:10]=4)[N:7]=3)[CH2:21][CH2:20]2)[CH:30]=[CH:31][CH:32]=[CH:33][CH:34]=1 |f:3.4|. Reported procedure: 0.464 g of 6-chloro[1,2,4]triazolo[4,3-b]pyridazine and 1.26 g of 4-(diphenylmethoxy)-1-piperidinepropanamine were suspended in 20 ml of 1-butanol; 0.62 ml of N-ethyldiisopropylamine was added, followed by refluxing under heating for 12 hours. After ice water and sodium hydrogen carbonate were added, the reaction mixture was extracted with ethyl acetate; the extract was washed with saturated saline and dried over magnesium sulfate. After concentration under reduced pressure, the residue was subj...